Task: describe an organic reaction: reactants, conditions, products, and yield. Dataset: the Open Reaction Database (ORD), a public repository of structured organic reaction records The reactants are BrC=1C=CC2=C(C=C(CCS2(=O)=O)C(=O)OC)C1 (methyl 7-bromo-1,1-dioxo-2,3-dihydro-1-benzothiepine-4-carboxylate), B(OC1=CC=C(C=C1)OCCC)([O-])[O-] (4-propoxyphenyl borate), C([O-])([O-])=O.[K+].[K+] (potassium carbonate). The reagents and catalysts are C=1C=CC(=CC1)[P](C=2C=CC=CC2)(C=3C=CC=CC3)[Pd]([P](C=4C=CC=CC4)(C=5C=CC=CC5)C=6C=CC=CC6)([P](C=7C=CC=CC7)(C=8C=CC=CC8)C=9C=CC=CC9)[P](C=1C=CC=CC1)(C=1C=CC=CC1)C=1C=CC=CC1 (tetrakistriphenylphosphinepalladium). The solvent is C1(=CC=CC=C1)C.C(C)O.O (toluene ethanol water). Reaction conditions: time 1 hour. Product: C(CC)OC1=CC=C(C=C1)C=1C=CC2=C(C=C(CCS2(=O)=O)C(=O)OC)C1 (methyl 7-(4-propoxyphenyl)-1,1-dioxo-2,3-dihydro-1-benzothiepine-4-carboxylate). Isolated yield 81.4%. As a reaction SMILES: Br[C:2]1[CH:3]=[CH:4][C:5]2[S:11](=[O:13])(=[O:12])[CH2:10][CH2:9][C:8]([C:14]([O:16][CH3:17])=[O:15])=[CH:7][C:6]=2[CH:18]=1.B([O-])([O-])O[C:21]1[CH:26]=[CH:25][C:24]([O:27][CH2:28][CH2:29][CH3:30])=[CH:23][CH:22]=1.C(=O)([O-])[O-].[K+].[K+]>C1(C)C=CC=CC=1.C(O)C.O.C1C=CC([P]([Pd]([P](C2C=CC=CC=2)(C2C=CC=CC=2)C2C=CC=CC=2)([P](C2C=CC=CC=2)(C2C=CC=CC=2)C2C=CC=CC=2)[P](C2C=CC=CC=2)(C2C=CC=CC=2)C2C=CC=CC=2)(C2C=CC=CC=2)C2C=CC=CC=2)=CC=1>[CH2:28]([O:27][C:24]1[CH:25]=[CH:26][C:21]([C:2]2[CH:3]=[CH:4][C:5]3[S:11](=[O:13])(=[O:12])[CH2:10][CH2:9][C:8]([C:14]([O:16][CH3:17])=[O:15])=[CH:7][C:6]=3[CH:18]=2)=[CH:22][CH:23]=1)[CH2:29][CH3:30] |f:2.3.4,5.6.7,^1:53,55,74,93|. Procedure: Under argon atmosphere, a mixture of methyl 7-bromo-1,1-dioxo-2,3-dihydro-1-benzothiepine-4-carboxylate (0.70 g), 4-propoxyphenyl borate (0.38 g) and potassium carbonate (0.58 g) in toluene/ethanol/water (20/2/2 ml) was stirred at room temperature for 1 hour. To the mixture was added tetrakistriphenylphosphinepalladium (0.12 g), and the mixture was refluxed for 18 hours, cooled, extracted with ethyl acetate, washed with saturated brine, dried with magnesium sulfate and concentrated under reduced... Starting materials: C1(=CC=CC=C1)C(N1CCC(CC1)CCCCNC(CCC=1C=NC=CC1)=O)C1=CC=CC=C1 (N-[4-(1-diphenylmethyl-piperidin-4-yl)-butyl]-3-(pyridin-3-yl) -propionamide), [H][H] (hydrogen), [H][H] (hydrogen), Cl (hydrochloric acid). Reagents/catalysts: [Pd] (palladium). Solvent: C(C)O (ethanol). Conditions: temperature 45 celsius. Yields the product N1CCC(CC1)CCCCNC(CCC=1C=NC=CC1)=O (N-(4-piperidin-4-yl-butyl)-3-(pyridin-3-yl)-propionamide). As a reaction SMILES: C1(C(C2C=CC=CC=2)[N:8]2[CH2:13][CH2:12][CH:11]([CH2:14][CH2:15][CH2:16][CH2:17][NH:18][C:19](=[O:28])[CH2:20][CH2:21][C:22]3[CH:23]=[N:24][CH:25]=[CH:26][CH:27]=3)[CH2:10][CH2:9]2)C=CC=CC=1.Cl.[H][H]>C(O)C.[Pd]>[NH:8]1[CH2:13][CH2:12][CH:11]([CH2:14][CH2:15][CH2:16][CH2:17][NH:18][C:19](=[O:28])[CH2:20][CH2:21][C:22]2[CH:23]=[N:24][CH:25]=[CH:26][CH:27]=2)[CH2:10][CH2:9]1. Reported procedure: 100 g (219.5 mmol) N-[4-(1-diphenylmethyl-piperidin-4-yl)-butyl]-3-(pyridin-3-yl) -propionamide (substance 54) are dissolved in 500 ml ethanol and added to 8.0 g palladium (5%) on activated carbon (moistened with 40 ml water) and 25 ml conc. hydrochloric acid. The mixture is heated to ca. 45° C. and stirred ca. five hours long under hydrogen atmosphere until the consumption of the theoretical amount of hydrogen to be taken up. After cooling, this is filtered from the catalyst and the solvent is ... The reactants are CNc1nc(SC)ncc1CO, CC(=O)O, O=[Cr](=O)([O-])O[Cr](=O)(=O)[O-], [Na+], [Na+], O, O. Yields the product CNc1nc(SC)ncc1C=O. RXN SMILES: [CH3:1][NH:2][c:3]1[n:4][c:5]([S:11][CH3:12])[n:6][cH:7][c:8]1[CH2:9][OH:10].[CH3:26][C:27](=[O:28])[OH:29].[Cr:15]([O:16][Cr:17]([O-:18])(=[O:19])=[O:20])([O-:21])(=[O:22])=[O:23].[Na+:24].[Na+:25].[OH2:13].[OH2:14]>>[CH3:1][NH:2][c:3]1[n:4][c:5]([S:11][CH3:12])[n:6][cH:7][c:8]1[CH:9]=[O:10]. The reactants are O=C([O-])[O-], COC(=O)c1cc(OCc2ccccc2)ccc1O, CI, CC(C)=O, [Cs+], [Cs+]. Yields the product COC(=O)c1cc(OCc2ccccc2)ccc1OC. Reaction SMILES: [C:20](=[O:21])([O-:22])[O-:23].[CH2:1]([c:2]1[cH:3][cH:4][cH:5][cH:6][cH:7]1)[O:8][c:9]1[cH:10][cH:11][c:12]([OH:19])[c:13]([C:14](=[O:15])[O:16][CH3:17])[cH:18]1.[CH3:26][I:27].[CH3:28][C:29](=[O:30])[CH3:31].[Cs+:24].[Cs+:25]>>[CH2:1]([c:2]1[cH:3][cH:4][cH:5][cH:6][cH:7]1)[O:8][c:9]1[cH:10][cH:11][c:12]([O:19][CH3:20])[c:13]([C:14](=[O:15])[O:16][CH3:17])[cH:18]1. The reactants are [Si]([O-])([O-])([O-])[O-].[Mg+2].[Mg+2] (magnesium silicate), N1(CCNCC1)C1=NN2C(N=CC=C2C2=CC=NC=C2)=N1 (2-(1-Piperazinyl)-7-(4-pyridyl)[1,2,4]triazolo-[1,5-a]pyrimidine), BrCCCC#N (4-bromobutyronitrile), C([O-])([O-])=O.[K+].[K+] (potassium carbonate). Run in C(Cl)(Cl)Cl (chloroform), C(Cl)(Cl)Cl (chloroform), CN(C=O)C (N,N-dimethylformamide). Yields the product N1=CC=C(C=C1)C1=CC=NC=2N1N=C(N2)N2CCN(CC2)CCCC#N (4-[7-(4-Pyridinyl)[1,2,4]triazolo[1,5-a]pyrimidin-2-yl]-1-piperazinebutanenitrile). The yield is 30.1%. As a reaction SMILES: [N:1]1([C:7]2[N:21]=[C:10]3[N:11]=[CH:12][CH:13]=[C:14]([C:15]4[CH:20]=[CH:19][N:18]=[CH:17][CH:16]=4)[N:9]3[N:8]=2)[CH2:6][CH2:5][NH:4][CH2:3][CH2:2]1.Br[CH2:23][CH2:24][CH2:25][C:26]#[N:27].C(=O)([O-])[O-].[K+].[K+].[Si]([O-])([O-])([O-])[O-].[Mg+2].[Mg+2]>C(Cl)(Cl)Cl.CN(C)C=O>[N:18]1[CH:19]=[CH:20][C:15]([C:14]2[N:9]3[N:8]=[C:7]([N:1]4[CH2:2][CH2:3][N:4]([CH2:23][CH2:24][CH2:25][C:26]#[N:27])[CH2:5][CH2:6]4)[N:21]=[C:10]3[N:11]=[CH:12][CH:13]=2)=[CH:16][CH:17]=1 |f:2.3.4,5.6.7|. Procedure details: A mixture of 5.6 g (0.02 moles) of 2-(1-piperazinyl)-7-(4-pyridyl)[1,2,4]triazolo[1,5-a]pyrimidine (prepared as described in Example 47), 3.0 g (0.02 moles) of 4-bromobutyronitrile, 4.0 g of potassium carbonate and 50 ml of N,N-dimethylformamide was heated at reflux for 16 hours with stirring. The mixture was cooled and filtered. The filter was washed with N,N-dimethylformamide and the combined filtrate and wash was evaporated in vacuo to give a dark syrup. The syrup was dissolved in chloroform ... Reactants: O=C([O-])O, CCOC(=O)C1=C(C)NC(C(OCC)OCC)=C(C(=O)OCC)C1c1ccccc1C(=O)OC, CC(C)=O, [Na+], O. Yields the product CCOC(=O)C1=C(C)NC(C=O)=C(C(=O)OCC)C1c1ccccc1C(=O)OC. RXN SMILES: [C:36](=[O:37])([OH:38])[O-:39].[CH3:1][C:2]1=[C:7]([C:8](=[O:9])[O:10][CH2:11][CH3:12])[CH:6]([c:13]2[c:14]([C:19](=[O:20])[O:21][CH3:22])[cH:15][cH:16][cH:17][cH:18]2)[C:5]([C:23](=[O:24])[O:25][CH2:26][CH3:27])=[C:4]([CH:28]([O:29][CH2:33][CH3:34])[O:30][CH2:31][CH3:32])[NH:3]1.[CH3:41][C:42](=[O:43])[CH3:44].[Na+:40].[OH2:35]>>[CH3:1][C:2]1=[C:7]([C:8](=[O:9])[O:10][CH2:11][CH3:12])[CH:6]([c:13]2[c:14]([C:19](=[O:20])[O:21][CH3:22])[cH:15][cH:16][cH:17][cH:18]2)[C:5]([C:23](=[O:24])[O:25][CH2:26][CH3:27])=[C:4]([CH:28]=[O:29])[NH:3]1. The reactants are NC(CC(C(=O)OCC)C)C1=C(C=CC=C1OC)OC (ethyl 4-amino-4-(2,6-dimethoxyphenyl)-2-methylbutanoate), CC1=CN=C(S1)C=1C=C(C=O)C=CC1 (3-(5-methylthiazol-2-yl)benzaldehyde). Yields the product COC1=C(C(=CC=C1)OC)C1CC(C(N1CC1=CC(=CC=C1)C=1SC(=CN1)C)=O)C (5-(2,6-dimethoxyphenyl)-3-methyl-1-(3-(5-methylthiazol-2-yl)benzyl)pyrrolidin-2-one). As a reaction SMILES: [NH2:1][CH:2]([C:11]1[C:16]([O:17][CH3:18])=[CH:15][CH:14]=[CH:13][C:12]=1[O:19][CH3:20])[CH2:3][CH:4]([CH3:10])[C:5]([O:7]CC)=O.[CH3:21][C:22]1[S:26][C:25]([C:27]2[CH:28]=[C:29]([CH:32]=[CH:33][CH:34]=2)[CH:30]=O)=[N:24][CH:23]=1>>[CH3:18][O:17][C:16]1[CH:15]=[CH:14][CH:13]=[C:12]([O:19][CH3:20])[C:11]=1[CH:2]1[N:1]([CH2:30][C:29]2[CH:32]=[CH:33][CH:34]=[C:27]([C:25]3[S:26][C:22]([CH3:21])=[CH:23][N:24]=3)[CH:28]=2)[C:5](=[O:7])[CH:4]([CH3:10])[CH2:3]1. Procedure details: Prepared according to the described general procedure 2 (GP2) by reaction of ethyl 4-amino-4-(2,6-dimethoxyphenyl)-2-methylbutanoate with 3-(5-methylthiazol-2-yl)benzaldehyde. Subsequent purification by preparative HPLC afforded the target compound. LC-MS (conditions A): tR=0.89 min.; [M+H]+: 423.09 g/mol.